This data is from the Open Reaction Database (ORD), a public repository of structured organic reaction records. The task is: describe an organic reaction: reactants, conditions, products, and yield Reactants: C(C[*:2])[*:1] (polyethylene), C([O-])(O)=O.[Na+] (Sodium bicarbonate), C(C)(C)(C)ON=O (Tert-butylnitrite), F (hydrogen fluoride), CO[C@H]1[C@@H](O[C@@H]([C@H]1O)CO)N1C=NC=2C(N)=NC(=NC12)N (2′-O-Methyl-2-aminoadenosine), C(=O)=O (carbon dioxide). The solvent is C(C)(=O)OCC.CO (ethyl acetate methanol), O (water), N1=CC=CC=C1 (pyridine), N1=CC=CC=C1 (pyridine). Run at temperature -20 celsius. Yields the product CO[C@H]1[C@@H](O[C@@H]([C@H]1O)CO)N1C=NC=2C(N)=NC(=NC12)F (2′-O-methyl-2-fluoroadenosine). RXN SMILES: [FH:1].[CH3:2][O:3][C@@H:4]1[C@H:8]([OH:9])[C@@H:7]([CH2:10][OH:11])[O:6][C@H:5]1[N:12]1[C:21]2[N:20]=[C:19](N)[N:18]=[C:16]([NH2:17])[C:15]=2[N:14]=[CH:13]1.C(ON=O)(C)(C)C.C(=O)(O)[O-].[Na+].C(=O)=O>N1C=CC=CC=1.O.C(OCC)(=O)C.CO>[CH3:2][O:3][C@@H:4]1[C@H:8]([OH:9])[C@@H:7]([CH2:10][OH:11])[O:6][C@H:5]1[N:12]1[C:21]2[N:20]=[C:19]([F:1])[N:18]=[C:16]([NH2:17])[C:15]=2[N:14]=[CH:13]1 |f:3.4,8.9|. Reported procedure: A 2 L polyethylene bottle was equipped with a magnetic stirrer, thermometer, dry ice/acetone bath and a stream of argon gas. Anhydrous pyridine (200 mL) was added and the solution was cooled to −20° C. To this was added 70% hydrogen fluoride in pyridine (100 mL) while maintaining the temperature below 0° C. 2′-O-Methyl-2-aminoadenosine, (2, 30 g, 0.101 mol, R.I. Chemical, Orange, Calif., Reliable Bio-pharmaceuticals, St. Louis, Mo.) was dissolved in the solution. Tert-butylnitrite (42 mL, 0.35 m... Starting materials: CO, NC1CCC1, O=[N+]([O-])c1cn([N+](=O)[O-])cn1. Yields the product O=[N+]([O-])c1cn(C2CCC2)cn1. As a reaction SMILES: [CH3:17][OH:18].[CH:12]1([NH2:16])[CH2:13][CH2:14][CH2:15]1.[N+:1]([O-:2])(=[O:3])[n:4]1[cH:5][n:6][c:7]([N+:9](=[O:10])[O-:11])[cH:8]1>>[n:4]1([CH:12]2[CH2:13][CH2:14][CH2:15]2)[cH:5][n:6][c:7]([N+:9](=[O:10])[O-:11])[cH:8]1. The reactants are [O-]P(=O)([O-])[O-].[K+].[K+].[K+] (K3PO4), FC1=CC=C(CN)C=C1 (4-Fluorobenzylamine), CC(=O)C(OC)OC (pyruvic aldehyde dimethyl acetal), C(C)(=O)O[BH-](OC(C)=O)OC(C)=O.[Na+] (sodium triacetoxyborohydride). Solvent: ClCCCl (DCE). Run at time 14 hour. Yields the product FC1=CC=C(CNC(C(OC)OC)C)C=C1 (N-(4-fluorobenzyl)-1,1-dimethoxypropan-2-amine). The yield is 98.1%. Reaction SMILES: [F:1][C:2]1[CH:9]=[CH:8][C:5]([CH2:6][NH2:7])=[CH:4][CH:3]=1.[CH3:10][C:11]([CH:13]([O:16][CH3:17])[O:14][CH3:15])=O.C(O[BH-](OC(=O)C)OC(=O)C)(=O)C.[Na+].[O-]P([O-])([O-])=O.[K+].[K+].[K+]>ClCCCl>[F:1][C:2]1[CH:9]=[CH:8][C:5]([CH2:6][NH:7][CH:11]([CH3:10])[CH:13]([O:16][CH3:17])[O:14][CH3:15])=[CH:4][CH:3]=1 |f:2.3,4.5.6.7|. Procedure details: 4-Fluorobenzylamine (3.00 mL, 26.2 mmol), pyruvic aldehyde dimethyl acetal (3.11 mL, 26.2 mmol), DCE (87 mL), and sodium triacetoxyborohydride (7.79 g, 36.7 mmol) were stirred at ambient temperature. After 14 hours, the reaction was complete as indicated by LCMS. To the reaction mixture was added 30% aqueous K3PO4 (pH=14; 60 mL). The layers were partitioned and the aqueous layer was, extracted with EtOAc (2×50 mL), and washed with brine (60 mL). The organic portion was dried (Na2SO4), filtered, ...